Dataset: the Open Reaction Database (ORD), a public repository of structured organic reaction records. Task: describe an organic reaction: reactants, conditions, products, and yield Starting materials: CCOC(=O)COCCCCN1C(=O)CCCC1C=O, C1CCOC1, COP(=O)(CC(=O)Cc1cccc(Cl)c1)OC, [H-], [Na+]. Yields the product CCOC(=O)COCCCCN1C(=O)CCCC1C=CC(=O)Cc1cccc(Cl)c1. As a reaction SMILES: [CH2:20]([CH3:21])[O:22][C:23]([CH2:24][O:25][CH2:26][CH2:27][CH2:28][CH2:29][N:30]1[CH:31]([CH:37]=[O:38])[CH2:32][CH2:33][CH2:34][C:35]1=[O:36])=[O:39].[CH2:40]1[O:41][CH2:42][CH2:43][CH2:44]1.[CH3:3][O:4][P:5](=[O:6])([O:7][CH3:8])[CH2:9][C:10]([CH2:11][c:12]1[cH:13][c:14]([Cl:18])[cH:15][cH:16][cH:17]1)=[O:19].[H-:1].[Na+:2]>>[CH:9]([C:10]([CH2:11][c:12]1[cH:13][c:14]([Cl:18])[cH:15][cH:16][cH:17]1)=[O:19])=[CH:37][CH:31]1[N:30]([CH2:29][CH2:28][CH2:27][CH2:26][O:25][CH2:24][C:23]([O:22][CH2:20][CH3:21])=[O:39])[C:35](=[O:36])[CH2:34][CH2:33][CH2:32]1.